This data is from the Open Reaction Database (ORD), a public repository of structured organic reaction records. The task is: describe an organic reaction: reactants, conditions, products, and yield The reactants are CCCCCCC(C)CO, [Na+], O, O=S(=O)(O)O, O=S([O-])O. The product is CCCCCCC(C)C(=O)O. Reaction SMILES: [CH3:1][CH:2]([CH2:3][OH:4])[CH2:5][CH2:6][CH2:7][CH2:8][CH2:9][CH3:10].[Na+:20].[OH2:21].[S:11]([OH:12])(=[O:13])(=[O:14])[OH:15].[S:16](=[O:17])([OH:18])[O-:19]>>[CH3:1][CH:2]([C:3](=[O:4])[OH:12])[CH2:5][CH2:6][CH2:7][CH2:8][CH2:9][CH3:10].